Dataset: the Open Reaction Database (ORD), a public repository of structured organic reaction records. Task: describe an organic reaction: reactants, conditions, products, and yield Reactants: [BH4-], CCOCc1nc2cnc3ccccc3c2n1N=CC(C)C, CO, ClC(Cl)Cl, [Na+]. Product: CCOCc1nc2cnc3ccccc3c2n1NCC(C)C. As a reaction SMILES: [BH4-:23].[CH2:1]([CH3:2])[O:3][CH2:4][c:5]1[n:6]([N:18]=[CH:19][CH:20]([CH3:21])[CH3:22])[c:7]2[c:8]([cH:9][n:10][c:11]3[cH:12][cH:13][cH:14][cH:15][c:16]23)[n:17]1.[CH3:29][OH:30].[Cl:25][CH:26]([Cl:27])[Cl:28].[Na+:24]>>[CH2:1]([CH3:2])[O:3][CH2:4][c:5]1[n:6]([NH:18][CH2:19][CH:20]([CH3:21])[CH3:22])[c:7]2[c:8]([cH:9][n:10][c:11]3[cH:12][cH:13][cH:14][cH:15][c:16]23)[n:17]1. Starting materials: [Fe] (iron), C(C=C)(=O)O (acrylic acid). The product is C(C=C)(=O)[O-].[Fe+2].C(C=C)(=O)[O-] (Iron acrylate). Reaction SMILES: [Fe:1].[C:2]([OH:6])(=[O:5])[CH:3]=[CH2:4]>>[C:2]([O-:6])(=[O:5])[CH:3]=[CH2:4].[Fe+2:1].[C:2]([O-:6])(=[O:5])[CH:3]=[CH2:4] |f:2.3.4|. Procedure: No. 10 - Iron acrylate was prepared by heating 5 g. of iron powder with 100 g. of glacial acrylic acid at 100° C. for 2 hrs. The solution was cooled and filtered to remove any undissolved iron. Analysis showed the solution to contain 1.2% by weight of iron. Reactants: CS(=O)C1=NN=C2CC3=C(C=CN21)C=CC=C3 (3-methylsulfinyl-11H-s-triazolo [3,4-b][3]benzazepine), CS(=O)(=O)C1=NN=C2CC3=C(C=CN21)C=CC=C3 (3-methylsulfonyl-11H-s-triazolo[3,4-b][3]benzazepine), [O-]CC.[Na+].C(C)O (sodium ethoxide ethanol). The solvent is C(C)O (ethanol). The product is C(C)OC1=NN=C2CC3=C(C=CN21)C=CC=C3 (3-ethoxy-11H-s-triazolo[3,4-b][3]benzazepine). As a reaction SMILES: CS([C:4]1[N:13]2[C:7]([CH2:8][C:9]3[CH:17]=[CH:16][CH:15]=[CH:14][C:10]=3[CH:11]=[CH:12]2)=[N:6][N:5]=1)=O.CS(C1N2C(CC3C=CC=CC=3C=C2)=NN=1)(=O)=O.[O-:36][CH2:37][CH3:38].[Na+].C(O)C>C(O)C>[CH2:37]([O:36][C:4]1[N:13]2[C:7]([CH2:8][C:9]3[CH:17]=[CH:16][CH:15]=[CH:14][C:10]=3[CH:11]=[CH:12]2)=[N:6][N:5]=1)[CH3:38] |f:2.3.4|. Procedure details: By a procedure similar to that described in Example 35, 0.245 g of 3-methylsulfinyl-11H-s-triazolo [3,4-b][3]benzazepine, in lieu of 3-methylsulfonyl-11H-s-triazolo[3,4-b][3]benzazepine, was reacted with 1.2 ml of 1 N-sodium ethoxide/ethanol in 2 ml of ethanol to obtain 3-ethoxy-11H-s-triazolo[3,4-b][3]benzazepine as crystals. Recrystallization from acetone yielded colorless needles, melting point 143°-144° C. The infrared absorption spectrum of this product was identical with that of the compou... The reactants are C(C)(C)(C)OC(=O)N1CCN(CC1)C(=O)C1=C(N(C2=C(N=CC=C21)CC2=C(C(=CC=C2)F)C)C2=CC=CC=C2)CC2=C(C(=CC=C2)F)C (4-[2,7-Bis-(3-fluoro-2-methyl-benzyl)-1-phenyl-1H-pyrrolo[2,3-c]pyridine-3-carbonyl]-piperazine-1-carboxylic acid tert-butyl ester), Cl.Cl.FC=1C(=C(CC2=C(C=3C(=C(N=CC3)CC3=C(C(=CC=C3)F)C)N2C2=CC=CC=C2)C(=O)N2CCNCC2)C=CC1)C ([2,7-bis-(3-fluoro-2-methyl-benzyl)-1-phenyl-1H-pyrrolo[2,3-c]pyridin-3-yl]-piperazin-1-yl-methanone dihydrochloride), Cl (hydrochloric acid). Conditions: time 8 hour. The product is FC=1C(=C(CC2=C(C=3C(=C(N=CC3)CC3=C(C(=CC=C3)F)C)N2C2=CC=CC=C2)C(=O)N2CCNCC2)C=CC1)C ([2,7-Bis-(3-fluoro-2-methyl-benzyl)-1-phenyl-1H-pyrrolo[2,3-c]pyridin-3-yl]-piperazin-1-yl-methanone). Isolated yield 89.3%. Reaction SMILES: C(OC([N:8]1[CH2:13][CH2:12][N:11]([C:14]([C:16]2[C:24]3[C:19](=[C:20]([CH2:25][C:26]4[CH:31]=[CH:30][CH:29]=[C:28]([F:32])[C:27]=4[CH3:33])[N:21]=[CH:22][CH:23]=3)[N:18]([C:34]3[CH:39]=[CH:38][CH:37]=[CH:36][CH:35]=3)[C:17]=2[CH2:40][C:41]2[CH:46]=[CH:45][CH:44]=[C:43]([F:47])[C:42]=2[CH3:48])=[O:15])[CH2:10][CH2:9]1)=O)(C)(C)C.Cl.Cl.Cl.FC1C(C)=C(C=CC=1)CC1N(C2C=CC=CC=2)C2=C(CC3C=CC=C(F)C=3C)N=CC=C2C=1C(N1CCNCC1)=O>>[F:47][C:43]1[C:42]([CH3:48])=[C:41]([CH:46]=[CH:45][CH:44]=1)[CH2:40][C:17]1[N:18]([C:34]2[CH:35]=[CH:36][CH:37]=[CH:38][CH:39]=2)[C:19]2=[C:20]([CH2:25][C:26]3[CH:31]=[CH:30][CH:29]=[C:28]([F:32])[C:27]=3[CH3:33])[N:21]=[CH:22][CH:23]=[C:24]2[C:16]=1[C:14]([N:11]1[CH2:10][CH2:9][NH:8][CH2:13][CH2:12]1)=[O:15] |f:2.3.4|. Procedure: The compound of step 1 (40 mg, 61 μmol) was reacted analogously as described in example 4, step 2. Dissolution of the obtained solid in a small quantity of MOH, addition of hydrochloric acid (0.1 M) and lyophilization overnight yielded 30 mg of the title compound in the form of the [2,7-bis-(3-fluoro-2-methyl-benzyl)-1-phenyl-1H-pyrrolo[2,3-c]pyridin-3-yl]-piperazin-1-yl-methanone dihydrochloride. Reactants: ClC1=C(OC=2C=C(C=CC2)C)C=CC(=C1)C(F)(F)F (3-(2-chloro-4-trifluoromethylphenoxy)toluene), OO (Hydrogen peroxide), C(C)(=O)O (acetic acid), Br (hydrogen bromide), O=O (oxygen). The reagents and catalysts are O.O.O.O.C(C)(=O)[O-].[Co+2].C(C)(=O)[O-] (cobalt acetate tetrahydrate). Run at temperature 90 celsius, time 4 hour. The product is ClC1=C(OC=2C=C(C(=O)O)C=CC2)C=CC(=C1)C(F)(F)F (3-(2-chloro-4-trifluoromethylphenoxy)benzoic acid). Yield: 85.1%. Reaction SMILES: [Cl:1][C:2]1[CH:15]=[C:14]([C:16]([F:19])([F:18])[F:17])[CH:13]=[CH:12][C:3]=1[O:4][C:5]1[CH:6]=C(C)[CH:8]=[CH:9][CH:10]=1.Br.O=O.OO.[C:25]([OH:28])(=[O:27])[CH3:26]>O.O.O.O.C([O-])(=O)C.[Co+2].C([O-])(=O)C>[Cl:1][C:2]1[CH:15]=[C:14]([C:16]([F:17])([F:19])[F:18])[CH:13]=[CH:12][C:3]=1[O:4][C:5]1[CH:6]=[C:26]([CH:8]=[CH:9][CH:10]=1)[C:25]([OH:28])=[O:27] |f:5.6.7.8.9.10.11|. Procedure: Into a three liter flask is added 1.3 liters of acetic acid, 614 g. (1.90 mole) of 88.8% pure 3-(2-chloro-4-trifluoromethylphenoxy)toluene, and 32.0 g. (0.128 mole) of cobalt acetate tetrahydrate. To this stirred pink solution is added 20.0 ml (0.173 mole) of 47% aqueous hydrogen bromide whereupon the solution turns blue. The solution is then heated to 90° C. and a flow of oxygen (100%, 2.19×10-2 mole/min) is initiated. Hydrogen peroxide 10.0 ml (30%, 0.088 mole) is then added via a syringe to t... The reactants are O=C([O-])[O-], CC(C)=O, O=C(Cl)OCc1ccccc1, [K+], [K+], O, O=C(O)C1CC(c2cccs2)=NN1. Yields the product O=C(O)C1CC(c2cccs2)=NN1C(=O)OCc1ccccc1. Reaction SMILES: [C:14](=[O:15])([O-:16])[O-:17].[CH3:32][C:33](=[O:34])[CH3:35].[Cl:20][C:21](=[O:22])[O:23][CH2:24][c:25]1[cH:26][cH:27][cH:28][cH:29][cH:30]1.[K+:18].[K+:19].[OH2:31].[s:1]1[c:2]([C:6]2=[N:7][NH:8][CH:9]([C:11](=[O:12])[OH:13])[CH2:10]2)[cH:3][cH:4][cH:5]1>>[s:1]1[c:2]([C:6]2=[N:7][N:8]([C:21](=[O:22])[O:23][CH2:24][c:25]3[cH:26][cH:27][cH:28][cH:29][cH:30]3)[CH:9]([C:11](=[O:12])[OH:13])[CH2:10]2)[cH:3][cH:4][cH:5]1. Reactants: OS(=O)(=O)O (H2SO4), OS(=O)(=O)O (H2SO4), C(C)C=1C=C(C=CC1F)C#C[Si](C)(C)C ((3-ethyl-4-fluoro-phenylethynyl)-trimethyl-silane), O1CCCC1 (tetrahydrofuran). The reagents and catalysts are [Hg]=O (mercury oxide). Solvent: O (H2O). Run at temperature 60 celsius, time 30 minute. The product is C(C)C=1C=C(C=CC1F)C(C)=O (1-(3-Ethyl-4-fluoro-phenyl)-ethanone). Reaction SMILES: OS(O)(=O)=O.[CH2:6]([C:8]1[CH:9]=[C:10]([C:15]#[C:16][Si](C)(C)C)[CH:11]=[CH:12][C:13]=1[F:14])[CH3:7].[O:21]1CCCC1>O.[Hg]=O>[CH2:6]([C:8]1[CH:9]=[C:10]([C:15](=[O:21])[CH3:16])[CH:11]=[CH:12][C:13]=1[F:14])[CH3:7]. Procedure details: To a stirred solution of H2SO4 (0.25 mL) in H2O (3 mL), HgO (154 mg, 0.712 mmol) was added. Another portion of H2SO4 (0.5 mL) was added so that all of the mercury oxide dissolved. Then the mixture was warmed to 60° C. and (3-ethyl-4-fluoro-phenylethynyl)-trimethyl-silane (1.57 g, 7.12 mmol) was added with tetrahydrofuran (2 mL) during 20 minutes. After the addition, the mixture was stirred for an additional 30 minutes and then cooled and extracted with ether. The extract was passed through a cel...